Dataset: the Open Reaction Database (ORD), a public repository of structured organic reaction records. Task: describe an organic reaction: reactants, conditions, products, and yield Reactants: C(C)OC1=CC=CC2=C1O[C@@H](CO2)COS(=O)(=O)C2=CC=C(C=C2)C ((S)-toluene-4-sulfonic acid 8-ethoxy-2,3-dihydro-benzo[1,4]dioxin-2-ylmethyl ester), C1=C(C=CC2=CC=CC=C12)C1(CC2CCC(C1)N2)O (3-naphthalen-2-yl-8-aza-bicyclo[3.2.1]octan-3-ol), C(=O)([O-])[O-].[K+].[K+] (K2CO3), C(C)#N (acetonitrile). The solvent is C(Cl)(Cl)Cl.CO (CHCl3 MeOH), O (water). Reaction conditions: time 18 hour. Yields the product C(C)OC1=CC=CC2=C1OC(CO2)CN2[C@@H]1CC(CC2CC1)(O)C1=CC2=CC=CC=C2C=C1 ((S)-8-(8-Ethoxy-2,3-dihydro-benzo[1,4]dioxin-2-ylmethyl)-3-naphthalen-2-yl-8-aza-bicyclo[3.2.1]octan-3-ol). Isolated yield 48.0%. RXN SMILES: [CH2:1]([O:3][C:4]1[C:9]2[O:10][C@H:11]([CH2:14]OS(C3C=CC(C)=CC=3)(=O)=O)[CH2:12][O:13][C:8]=2[CH:7]=[CH:6][CH:5]=1)[CH3:2].[CH:26]1[C:35]2[C:30](=[CH:31][CH:32]=[CH:33][CH:34]=2)[CH:29]=[CH:28][C:27]=1[C:36]1([OH:44])[CH2:42][CH:41]2[NH:43][CH:38]([CH2:39][CH2:40]2)[CH2:37]1.C([O-])([O-])=O.[K+].[K+].C(#N)C>C(Cl)(Cl)Cl.CO.O>[CH2:1]([O:3][C:4]1[C:9]2[O:10][CH:11]([CH2:14][N:43]3[CH:38]4[CH2:39][CH2:40][C@H:41]3[CH2:42][C:36]([C:27]3[CH:28]=[CH:29][C:30]5[C:35](=[CH:34][CH:33]=[CH:32][CH:31]=5)[CH:26]=3)([OH:44])[CH2:37]4)[CH2:12][O:13][C:8]=2[CH:7]=[CH:6][CH:5]=1)[CH3:2] |f:2.3.4,6.7|. Reported procedure: To 117 mg (0.32 mmol) (S)-toluene-4-sulfonic acid 8-ethoxy-2,3-dihydro-benzo[1,4]dioxin-2-ylmethyl ester was added 84 mg (0.33 mmol) 3-naphthalen-2-yl-8-aza-bicyclo[3.2.1]octan-3-ol, 95.0 mg K2CO3, and 7 mL acetonitrile. The reaction was refluxed and was monitored by TLC on a silica gel plate using CHCl3:MeOH (10:1) as eluent. After 18 h, the mixture was transferred to a separatory funnel containing 50 mL water. The aqueous layer was extracted with CH2Cl2 (2×25 mL), washed with brine, dried over... Reactants: O1CCCC1 (tetrahydrofuran), Cl (hydrochloric acid), C(C)(=O)NC=1SC(=CN1)SC1=NC=C(C=C1)C(F)(F)F (2-acetylamino-5-(5-trifluoromethylpyridin-2-ylthio)thiazole). Run in C(C)O (ethanol). The product is NC=1SC(=CN1)SC1=NC=C(C=C1)C(F)(F)F (2-amino-5-(5-trifluoromethylpyridin-2-ylthio)thiazole). The yield is 75.6%. RXN SMILES: C([NH:4][C:5]1[S:6][C:7]([S:10][C:11]2[CH:16]=[CH:15][C:14]([C:17]([F:20])([F:19])[F:18])=[CH:13][N:12]=2)=[CH:8][N:9]=1)(=O)C.O1CCCC1.Cl>C(O)C>[NH2:4][C:5]1[S:6][C:7]([S:10][C:11]2[CH:16]=[CH:15][C:14]([C:17]([F:20])([F:19])[F:18])=[CH:13][N:12]=2)=[CH:8][N:9]=1. Procedure details: A mixture of 2-acetylamino-5-(5-trifluoromethylpyridin-2-ylthio)thiazole (3.2 g) in a mixture of ethanol (60 ml), tetrahydrofuran (30 ml) and aqueous 6N-hydrochloric acid (10 ml) was refluxed for 3 hours with stirring. The reaction mixture was concentrated under reduced pressure and the residue was dissolved in water. The solution was adjusted to pH 8.5 using aqueous sodium bicarbonate and extracted with mixture of tetrahydrofuran and ethyl acetate (1:1) and dried over magnesium sulfate. The sol...